Task: describe an organic reaction: reactants, conditions, products, and yield. Dataset: the Open Reaction Database (ORD), a public repository of structured organic reaction records Starting materials: O.NN (hydrazine hydrate), C(C)(=O)NC1=C(C=C(C(=O)O)C=C1[N+](=O)[O-])O (4-(acetylamino)-3-hydroxy-5-nitrobenzoic acid), Cl (HCl). Reagents/catalysts: [Pd] (Pd-C). Run in C(C)O (ethanol). Run at time 1 hour. Product: Cl.C(C)(=O)NC1=C(C=C(C(=O)O)C=C1)N (4-(acetylamino)-3-aminobenzoic acid hydrochloride). Isolated yield 100.0%. As a reaction SMILES: [C:1]([NH:4][C:5]1[C:13]([N+:14]([O-])=O)=[CH:12][C:8]([C:9]([OH:11])=[O:10])=[CH:7][C:6]=1O)(=[O:3])[CH3:2].O.NN.[ClH:21]>C(O)C.[Pd]>[ClH:21].[C:1]([NH:4][C:5]1[CH:6]=[CH:7][C:8]([C:9]([OH:11])=[O:10])=[CH:12][C:13]=1[NH2:14])(=[O:3])[CH3:2] |f:1.2,6.7|. Procedure: To a stirred mixture of 107 (1.00 g, 4.46 mmol) and 10% Pd-C (1.0 g) in ethanol (10 mL) and 5% HCl (1.2 mL) was added dropwise hydrazine hydrate (55% hydrazine, 1.0 mL, 17 mmol). The mixture was stirred at room temperature for 1 hour, the catalyst was filtered, and the filtrate was concentrated under reduced pressure. Compound 108 (0.875 g, 100%) was obtained as a white solid residue: mp 220-223° C. (methanol/hexane). A literature reference (Ellis and Jones, 1974) did not report the mp.